This data is from the Open Reaction Database (ORD), a public repository of structured organic reaction records. The task is: describe an organic reaction: reactants, conditions, products, and yield The reactants are C(C)(=O)OCC1=C(N2C(C(C2SC1)N)=O)C(=O)O (3-[(acetyloxy)methyl]-7-amino-8-oxo-5-thia-1-azabicyclo[4.2.0]oct-2-ene-2-carboxylic acid), ClCC1=C(C(C(=O)Cl)O)C=CC(=C1)OC (2-chloromethyl-4-methoxymandelic acid chloride). The solvent is C(C)(=O)OCC (ethyl acetate). Product: C(C)(=O)OCC1=C(N2C(C(C2SC1)NC(C(O)C1=C(C=C(C=C1)OC)CCl)=O)=O)C(=O)O (3-[(acetyloxy)methyl]-7-[[2-[2-(chloromethyl)-4-methoxyphenyl]-2-hydroxyacetyl]amino]-8-oxo-5-thia-1-azabicyclo[4.2.0]oct-2-ene-2-carboxylic acid). Reaction SMILES: [C:1]([O:4][CH2:5][C:6]1[CH2:13][S:12][CH:11]2[N:8]([C:9](=[O:15])[CH:10]2[NH2:14])[C:7]=1[C:16]([OH:18])=[O:17])(=[O:3])[CH3:2].[Cl:19][CH2:20][C:21]1[CH:31]=[C:30]([O:32][CH3:33])[CH:29]=[CH:28][C:22]=1[CH:23]([OH:27])[C:24](Cl)=[O:25]>C(OCC)(=O)C>[C:1]([O:4][CH2:5][C:6]1[CH2:13][S:12][CH:11]2[N:8]([C:9](=[O:15])[CH:10]2[NH:14][C:24](=[O:25])[CH:23]([C:22]2[CH:28]=[CH:29][C:30]([O:32][CH3:33])=[CH:31][C:21]=2[CH2:20][Cl:19])[OH:27])[C:7]=1[C:16]([OH:18])=[O:17])(=[O:3])[CH3:2]. Reported procedure: A mixture of 1 g of 3-[(acetyloxy)methyl]-7-amino-8-oxo-5-thia-1-azabicyclo[4.2.0]oct-2-ene-2-carboxylic acid and 1.2 g of 2-chloromethyl-4-methoxymandelic acid chloride in 200 ml of ethyl acetate is refluxed for 50 minutes after which the solvent is removed under high vacuum. The resulting product is chromatographed on silica gel using benzene-actone as the eluant. The product obtained is triturated with ether to give 3-[(acetyloxy)methyl]-7-[[2-[2-(chloromethyl)-4-methoxyphenyl]-2-hydroxyacety...